This data is from the Open Reaction Database (ORD), a public repository of structured organic reaction records. The task is: describe an organic reaction: reactants, conditions, products, and yield Solvent: C([O-])([O-])=O.[K+].[K+].C1CCOC1 (potassium carbonate THF). Procedure: A mixture of (4S,6S)-6-[3,5-bis(trifluoromethyl)phenyl]-3-[(3-bromo-6-chloropyridin-2-yl)methyl]-4-methyl-1,3-oxazinan-2-one (intermediate 2, 32 mg, 0.06 mmol), 2-[4-methoxy-3-(4,4,5,5-tetramethyl-1,3,2-dioxaborolan-2-yl)phenyl]-2-methylpropan-1-ol (Intermediate x, 18 mg, 0.06 mmol) and 1,1-bis(ditbutylphosphino)ferrocene palladium dichloride (4 mg, 0.006 mmol) in aqueous potassium carbonate/THF (3 mL, 3 mL) was heated at reflux for 2 h under N2. After cooling to room temperature, the aqueous ph... The product is FC(C=1C=C(C=C(C1)C(F)(F)F)[C@@H]1C[C@@H](N(C(O1)=O)CC1=NC(=CC=C1C1=C(C=CC(=C1)C(CO)(C)C)OC)Cl)C)(F)F ((4S,6S)-6-[3,5-bis(trifluoromethyl)phenyl]-3-({6-chloro-3-[5-(2-hydroxy-1,1-dimethylethyl)-2-methoxyphenyl]pyridine-2-yl}methyl)-4-methyl-1,3-oxazinan-2-one). Reaction SMILES: [F:1][C:2]([F:31])([F:30])[C:3]1[CH:4]=[C:5]([C@H:13]2[O:18][C:17](=[O:19])[N:16]([CH2:20][C:21]3[C:26](Br)=[CH:25][CH:24]=[C:23]([Cl:28])[N:22]=3)[C@@H:15]([CH3:29])[CH2:14]2)[CH:6]=[C:7]([C:9]([F:12])([F:11])[F:10])[CH:8]=1.[CH3:32][O:33][C:34]1[CH:39]=[CH:38][C:37]([C:40]([CH3:44])([CH3:43])[CH2:41][OH:42])=[CH:36][C:35]=1B1OC(C)(C)C(C)(C)O1>C(=O)([O-])[O-].[K+].[K+].C1COCC1>[F:1][C:2]([F:31])([F:30])[C:3]1[CH:4]=[C:5]([C@H:13]2[O:18][C:17](=[O:19])[N:16]([CH2:20][C:21]3[C:26]([C:35]4[CH:36]=[C:37]([C:40]([CH3:44])([CH3:43])[CH2:41][OH:42])[CH:38]=[CH:39][C:34]=4[O:33][CH3:32])=[CH:25][CH:24]=[C:23]([Cl:28])[N:22]=3)[C@@H:15]([CH3:29])[CH2:14]2)[CH:6]=[C:7]([C:9]([F:12])([F:11])[F:10])[CH:8]=1 |f:2.3.4.5|. The reactants are FC(C=1C=C(C=C(C1)C(F)(F)F)[C@@H]1C[C@@H](N(C(O1)=O)CC1=NC(=CC=C1Br)Cl)C)(F)F ((4S,6S)-6-[3,5-bis(trifluoromethyl)phenyl]-3-[(3-bromo-6-chloropyridin-2-yl)methyl]-4-methyl-1,3-oxazinan-2-one), FC(C=1C=C(C=C(C1)C(F)(F)F)[C@@H]1C[C@@H](N(C(O1)=O)CC1=NC(=CC=C1Br)Cl)C)(F)F ((4S,6S)-6-[3,5-bis(trifluoromethyl)phenyl]-3-[(3-bromo-6-chloropyridin-2-yl)methyl]-4-methyl-1,3-oxazinan-2-one), COC1=C(C=C(C=C1)C(CO)(C)C)B1OC(C(O1)(C)C)(C)C (2-[4-methoxy-3-(4,4,5,5-tetramethyl-1,3,2-dioxaborolan-2-yl)phenyl]-2-methylpropan-1-ol), COC1=C(C=C(C=C1)C(CO)(C)C)B1OC(C(O1)(C)C)(C)C (2-[4-methoxy-3-(4,4,5,5-tetramethyl-1,3,2-dioxaborolan-2-yl)phenyl]-2-methylpropan-1-ol), 1,1-bis(ditbutylphosphino)ferrocene palladium dichloride.